From a dataset of the Open Reaction Database (ORD), a public repository of structured organic reaction records. describe an organic reaction: reactants, conditions, products, and yield The product is BrC=1C(=C(C(=O)OCC)C(=CC1)CS(=O)(=O)C=1C=NC=CC1)OC (Ethyl 3-bromo-2-methoxy-6-(pyrid-3-ylsulphonylmethyl)benzoate). The reactants are BrC=1C(=C(C(=O)OCC)C(=CC1)CS(=O)(=O)C1=CC=C(C=C1)F)OC (ethyl 3-bromo-6-(4-fluorobenzenesulphonylmethyl)-2-methoxy-benzoate), N1=CC(=CC=C1)S(=O)(=O)[O-].[Na+] (sodium 3-pyridinesulphonate), BrC=1C(=C(C(=O)OCC)C(=CC1)CSC1=CC=CC=C1)OC (ethyl 3-bromo-6-(phenylthiomethyl)-2-methoxybenzoate), BrC=1C(=C(C(=O)OCC)C(=CC1)CSC1=CC=CC=C1)OC (ethyl 3-bromo-6-(phenylthiomethyl)-2-methoxybenzoate). Reaction SMILES: [Br:1][C:2]1[C:3]([O:24][CH3:25])=[C:4]([C:10]([CH2:13][S:14]([C:17]2[CH:22]=C[C:20](F)=[CH:19][CH:18]=2)(=[O:16])=[O:15])=[CH:11][CH:12]=1)[C:5]([O:7][CH2:8][CH3:9])=[O:6].BrC1C(OC)=C(C(CSC2C=CC=CC=2)=CC=1)C(OCC)=O.[N:48]1C=CC=C(S([O-])(=O)=O)C=1.[Na+]>>[Br:1][C:2]1[C:3]([O:24][CH3:25])=[C:4]([C:10]([CH2:13][S:14]([C:17]2[CH:22]=[N:48][CH:20]=[CH:19][CH:18]=2)(=[O:16])=[O:15])=[CH:11][CH:12]=1)[C:5]([O:7][CH2:8][CH3:9])=[O:6] |f:2.3|. Reported procedure: Prepared by proceeding in a similar manner to Intermediate 85, starting from ethyl 3-bromo-6-bromomethyl-2-methoxybenzoate (Intermediate 87) and sodium 3-pyridinesulphonate (prepared according to Crowell et al, J. med. Chem., 1989, 32, 2436). Reactants: NC1=NC2=C(C(=NC1)C1=CC=CC=C1)C=C(C=C2)[N+](=O)[O-] (2-amino-7-nitro-5-phenyl-3H-1,4-benzodiazepine), C(C)O (ethanol), O.NN (hydrazine hydrate). The solvent is C(C)(=O)O (acetic acid). Conditions: time 30 minute. Yields the product N(N)C1=NC2=C(C(=NC1)C1=CC=CC=C1)C=C(C=C2)[N+](=O)[O-] (2-hydrazino-7-nitro-5-phenyl-3H-1,4-benzodiazepine). RXN SMILES: [NH2:1][C:2]1[CH2:8][N:7]=[C:6]([C:9]2[CH:14]=[CH:13][CH:12]=[CH:11][CH:10]=2)[C:5]2[CH:15]=[C:16]([N+:19]([O-:21])=[O:20])[CH:17]=[CH:18][C:4]=2[N:3]=1.C(O)C.O.[NH2:26]N>C(O)(=O)C>[NH:1]([C:2]1[CH2:8][N:7]=[C:6]([C:9]2[CH:10]=[CH:11][CH:12]=[CH:13][CH:14]=2)[C:5]2[CH:15]=[C:16]([N+:19]([O-:21])=[O:20])[CH:17]=[CH:18][C:4]=2[N:3]=1)[NH2:26] |f:2.3|. Procedure details: To a mixture of 5.6 parts of 2-amino-7-nitro-5-phenyl-3H-1,4-benzodiazepine, 200 parts by volume of ethanol and 2.4 parts by volume of glacial acetic acid is added with stirring 5 parts by volume of 80% hydrazine hydrate. The mixture is stirred for 30 minutes at room temperature and treated in a similar manner to Example 1, whereby 2-hydrazino-7-nitro-5-phenyl-3H-1,4-benzodiazepine is yielded as reddish, viscous oily substance. Reactants: BrC=1C=CC(=C(C1)C(F)(F)F)Cl (5-bromo-2-chlorobenzotrifluoride), C(CC)N1CCNCC1 (n-propyl piperazine), CC(C)([O-])C.[Na+] (sodium tert-butoxide). Reagents/catalysts: C=1C=CC(=CC1)/C=C/C(=O)/C=C/C2=CC=CC=C2.C=1C=CC(=CC1)/C=C/C(=O)/C=C/C2=CC=CC=C2.C=1C=CC(=CC1)/C=C/C(=O)/C=C/C2=CC=CC=C2.[Pd].[Pd] (Pd2(dba)3). Solvent: CCOCC (Et2O), O1CCOCC1 (dioxane). Product: ClC1=C(C=C(C=C1)N1CCN(CC1)CCC)C(F)(F)F (1-(4-Chloro-3-trifluoromethyl-phenyl)-4-propyl-piperazine). Reaction SMILES: Br[C:2]1[CH:3]=[CH:4][C:5]([Cl:12])=[C:6]([C:8]([F:11])([F:10])[F:9])[CH:7]=1.[CH2:13]([N:16]1[CH2:21][CH2:20][NH:19][CH2:18][CH2:17]1)[CH2:14][CH3:15].CC(C)([O-])C.[Na+]>O1CCOCC1.CCOCC.C1C=CC(/C=C/C(/C=C/C2C=CC=CC=2)=O)=CC=1.C1C=CC(/C=C/C(/C=C/C2C=CC=CC=2)=O)=CC=1.C1C=CC(/C=C/C(/C=C/C2C=CC=CC=2)=O)=CC=1.[Pd].[Pd]>[Cl:12][C:5]1[CH:4]=[CH:3][C:2]([N:19]2[CH2:20][CH2:21][N:16]([CH2:13][CH2:14][CH3:15])[CH2:17][CH2:18]2)=[CH:7][C:6]=1[C:8]([F:11])([F:10])[F:9] |f:2.3,6.7.8.9.10|. Procedure details: A mixture of 5-bromo-2-chlorobenzotrifluoride (0.2 g, 0.85 mmol), n-propyl piperazine (0.15 g, 1.17 mmol), sodium tert-butoxide (0.134 g) dppf (14 mg) and [Pd2(dba)3 (10 mg) in dioxane (5 ml) was heated under argon at 100° C. for 24 h. After cooling to room temperature, the reaction mixture was taken up in Et2O (40-50 ml) and washed with brine (15-20 ml). The organic fraction was dried (MgSO4), filtered and evaporated to dryness. The crude material was purified by flash chromatography on silica ... Procedure details: Under nitrogen atmosphere 4.3 grams of 1,1′-(6-methoxy-[1,1′-biphenyl]-3,4′-diyl)bis(2-methylpropan-1-one), which was prepared by following a procedure described in the below Example 4 for the synthesis of (6-methoxy-[1,1′-biphenyl]-3,4′-diyl)bis(phenylmethanone), was mixed with 80 mL of dry dichloromethane and 10 mL of CCl4 at room temperature. 4.2 grams of bromine was added and the resultant solution was continuously stirred at this temperature until the reaction completion was detected by TLC... Run in C(Cl)(Cl)(Cl)Cl (CCl4). Isolated yield 77.0%. Reaction SMILES: [CH3:1][O:2][C:3]1[C:8]([C:9]2[CH:14]=[CH:13][C:12]([C:15]([C:17]3[CH:22]=CC=C[CH:18]=3)=[O:16])=[CH:11][CH:10]=2)=[CH:7][C:6]([C:23]([C:25]2[CH:30]=CC=C[CH:26]=2)=[O:24])=[CH:5][CH:4]=1.ClCCl.BrBr>C(Cl)(Cl)(Cl)Cl>[CH3:1][O:2][C:3]1[C:8]([C:9]2[CH:14]=[CH:13][C:12]([C:15](=[O:16])[CH:17]([CH3:22])[CH3:18])=[CH:11][CH:10]=2)=[CH:7][C:6]([C:23](=[O:24])[CH:25]([CH3:30])[CH3:26])=[CH:5][CH:4]=1. Yields the product COC1=CC=C(C=C1C1=CC=C(C=C1)C(C(C)C)=O)C(C(C)C)=O (1,1′-(6-methoxy-[1,1′-biphenyl]-3,4′-diyl)bis(2-methylpropan-1-one)), light-yellow product. Starting materials: ClCCl (dichloromethane), BrBr (bromine), COC1=CC=C(C=C1C1=CC=C(C=C1)C(=O)C1=CC=CC=C1)C(=O)C1=CC=CC=C1 ((6-methoxy-[1,1′-biphenyl]-3,4′-diyl)bis(phenylmethanone)), resultant solution. Run at time 8 hour. The reactants are BrC=1C=NC=CC1 (3-bromopyridine), COC=1C=C(C=CC1)B(O)O (3-methoxyphenylboronic acid), C([O-])([O-])=O.[Na+].[Na+] (sodium carbonate). Reagents/catalysts: C=1C=CC(=CC1)[P](C=2C=CC=CC2)(C=3C=CC=CC3)[Pd]([P](C=4C=CC=CC4)(C=5C=CC=CC5)C=6C=CC=CC6)([P](C=7C=CC=CC7)(C=8C=CC=CC8)C=9C=CC=CC9)[P](C=1C=CC=CC1)(C=1C=CC=CC1)C=1C=CC=CC1 ((PPh3)4Pd). The solvent is C(C)(=O)OCC (ethyl acetate), C1(=CC=CC=C1)C (toluene). Reaction conditions: temperature 80 celsius. Product: N1=CC(=CC=C1)C=1C=C(C=CC1)O (3-Pyridin-3-yl-phenol). As a reaction SMILES: Br[C:2]1[CH:3]=[N:4][CH:5]=[CH:6][CH:7]=1.C[O:9][C:10]1[CH:11]=[C:12](B(O)O)[CH:13]=[CH:14][CH:15]=1.C(=O)([O-])[O-].[Na+].[Na+]>C1(C)C=CC=CC=1.C(OCC)(=O)C.C1C=CC([P]([Pd]([P](C2C=CC=CC=2)(C2C=CC=CC=2)C2C=CC=CC=2)([P](C2C=CC=CC=2)(C2C=CC=CC=2)C2C=CC=CC=2)[P](C2C=CC=CC=2)(C2C=CC=CC=2)C2C=CC=CC=2)(C2C=CC=CC=2)C2C=CC=CC=2)=CC=1>[N:4]1[CH:5]=[CH:6][CH:7]=[C:2]([C:14]2[CH:15]=[C:10]([OH:9])[CH:11]=[CH:12][CH:13]=2)[CH:3]=1 |f:2.3.4,^1:41,43,62,81|. Procedure: A mixture of 3-bromopyridine, 3-methoxyphenylboronic acid (1.3 eq.), 2N sodium carbonate, and (PPh3)4Pd in toluene was stirred at 80° C. over night. The reaction mixture was taken up in ethyl acetate. The organic phase was washed with saturated sodium bicarbonate and then brine, dried, and concentrated. The residue was diluted in CDM and the solution was treated with boron tribromide at −78° C. (acetone-dry ice bath). The bath was allowed to warm up to room temperature over approximately 5 hr. M... Starting materials: [Al+3], C1CCOC1, C1CCOC1, [H-], [H-], [H-], [H-], [Li+], CCOC(=O)c1cc2cc(N3CCCCC3)ccc2o1. RXN SMILES: [Al+3:2].[CH2:32]1[O:33][CH2:34][CH2:35][CH2:36]1.[CH2:7]1[O:8][CH2:9][CH2:10][CH2:11]1.[H-:1].[H-:4].[H-:5].[H-:6].[Li+:3].[N:12]1([c:18]2[cH:19][cH:20][c:21]3[c:22]([cH:23][c:24]([C:26](=[O:27])[O:28][CH2:29][CH3:30])[o:25]3)[cH:31]2)[CH2:13][CH2:14][CH2:15][CH2:16][CH2:17]1>>[N:12]1([c:18]2[cH:19][cH:20][c:21]3[c:22]([cH:23][c:24]([CH2:26][OH:27])[o:25]3)[cH:31]2)[CH2:13][CH2:14][CH2:15][CH2:16][CH2:17]1. Product: OCc1cc2cc(N3CCCCC3)ccc2o1. The reactants are ClC1=CC=C(C=C1)B(O)O (para-chlorophenylboronic acid), C(=O)([O-])[O-].[K+].[K+] (K2CO3), O (H2O), O (H2O), ClC1=CC=CC(=N1)C1=NC=CC=C1C(=O)OC (Methyl 6′-chloro-2,2′-bipyridine-3-carboxylate). Reagents/catalysts: Cl[Pd]([P](C1=CC=CC=C1)(C2=CC=CC=C2)C3=CC=CC=C3)([P](C4=CC=CC=C4)(C5=CC=CC=C5)C6=CC=CC=C6)Cl ((Ph3P)2PdCl2). Run in O1CCOCC1 (dioxane). Reaction conditions: time 30 minute. The product is ClC1=CC=C(C=C1)C1=CC=CC(=N1)C1=NC=CC=C1C(=O)OC (Methyl 6′-(4-chlorophenyl)-2,2′-bipyridine-3-carboxylate). Reaction SMILES: Cl[C:2]1[N:7]=[C:6]([C:8]2[C:13]([C:14]([O:16][CH3:17])=[O:15])=[CH:12][CH:11]=[CH:10][N:9]=2)[CH:5]=[CH:4][CH:3]=1.[Cl:18][C:19]1[CH:24]=[CH:23][C:22](B(O)O)=[CH:21][CH:20]=1.C([O-])([O-])=O.[K+].[K+].O>O1CCOCC1.Cl[Pd](Cl)([P](C1C=CC=CC=1)(C1C=CC=CC=1)C1C=CC=CC=1)[P](C1C=CC=CC=1)(C1C=CC=CC=1)C1C=CC=CC=1>[Cl:18][C:19]1[CH:24]=[CH:23][C:22]([C:2]2[N:7]=[C:6]([C:8]3[C:13]([C:14]([O:16][CH3:17])=[O:15])=[CH:12][CH:11]=[CH:10][N:9]=3)[CH:5]=[CH:4][CH:3]=2)=[CH:21][CH:20]=1 |f:2.3.4,^1:43,62|. Reported procedure: 0.21 g (0.30 mmol) of (Ph3P)2PdCl2 is added under argan to a solution of 2.5 g (10.05 mmol) of methyl 6′-chloro-2,2′-bipyridine-3-carboxylate (1) in 70 ml of dioxane and the mixture is stirred for 30 min at room temperature. Thereafter, 1.98 g (12.08 mmol) of para-chlorophenylboronic acid, 4.17 g (30.17 mmol) of K2CO3 and 7 ml of H2O are added in succession to the mixture, and the mixture is stirred for 6 hours under reflux and subsequently left to stand overnight at RT. For work-up, the reactio... RXN SMILES: [CH2:32]1[O:33][CH2:34][CH2:35][CH2:36]1.[CH3:16][CH:17]([N-:18][CH:19]([CH3:20])[CH3:21])[CH3:22].[CH3:23][O:24][C:25]([CH:26]([O:27][CH3:28])[O:29][CH3:30])=[O:31].[F:1][c:2]1[cH:3][c:4]([CH:8]2[CH2:9][S:10][CH2:11][CH2:12][C:13]2=[O:14])[cH:5][cH:6][cH:7]1.[Li+:15]>>[F:1][c:2]1[cH:3][c:4]([CH:8]2[CH2:9][S:10][CH2:11][CH:12]([C:25](=[O:24])[CH:26]([O:27][CH3:28])[O:29][CH3:30])[C:13]2=[O:14])[cH:5][cH:6][cH:7]1. The product is COC(OC)C(=O)C1CSCC(c2cccc(F)c2)C1=O. Starting materials: C1CCOC1, CC(C)[N-]C(C)C, COC(=O)C(OC)OC, O=C1CCSCC1c1cccc(F)c1, [Li+]. The reactants are C1CCOC1, CCc1cc(O[Si](C(C)C)(C(C)C)C(C)C)c(F)c(C(=Nc2ccc(C#N)c(CNC(=O)OC(C)(C)C)c2)C(=NC(=O)OC)SC)c1, CCCC[N+](CCCC)(CCCC)CCCC, CCOC(C)=O, [F-], O. Product: CCc1cc(O)c(F)c(C(=Nc2ccc(C#N)c(CNC(=O)OC(C)(C)C)c2)C(=NC(=O)OC)SC)c1. RXN SMILES: [CH2:48]1[O:49][CH2:50][CH2:51][CH2:52]1.[CH3:1][O:2][C:3]([N:4]=[C:5]([C:6]([c:7]1[c:8]([F:26])[c:9]([O:15][Si:16]([CH:17]([CH3:18])[CH3:19])([CH:20]([CH3:21])[CH3:22])[CH:23]([CH3:24])[CH3:25])[cH:10][c:11]([CH2:13][CH3:14])[cH:12]1)=[N:27][c:28]1[cH:29][c:30]([CH2:36][NH:37][C:38](=[O:39])[O:40][C:41]([CH3:42])([CH3:43])[CH3:44])[c:31]([C:34]#[N:35])[cH:32][cH:33]1)[S:45][CH3:46])=[O:47].[CH3:54][CH2:55][CH2:56][CH2:57][N+:58]([CH2:59][CH2:60][CH2:61][CH3:62])([CH2:63][CH2:64][CH2:65][CH3:66])[CH2:67][CH2:68][CH2:69][CH3:70].[CH3:71][CH2:72][O:73][C:74](=[O:75])[CH3:76].[F-:53].[OH2:77]>>[CH3:1][O:2][C:3]([N:4]=[C:5]([C:6]([c:7]1[c:8]([F:26])[c:9]([OH:15])[cH:10][c:11]([CH2:13][CH3:14])[cH:12]1)=[N:27][c:28]1[cH:29][c:30]([CH2:36][NH:37][C:38](=[O:39])[O:40][C:41]([CH3:42])([CH3:43])[CH3:44])[c:31]([C:34]#[N:35])[cH:32][cH:33]1)[S:45][CH3:46])=[O:47].